This data is from the Open Reaction Database (ORD), a public repository of structured organic reaction records. The task is: describe an organic reaction: reactants, conditions, products, and yield Starting materials: O1COC2=C1C=CC(=C2)CN2C(C1=CC=C(C=C1C(=C2CO)C2=CC=CC=C2)Br)=O (2-(benzo[1,3]dioxol-5-ylmethyl)-6-bromo-3-hydroxymethyl-4-phenyl-2H-isoquinolin-1-one), COC1=CC=C(CBr)C=C1 (4-methoxybenzylbromide), crystals. The product is O1COC2=C1C=CC(=C2)CN2C(C1=CC=C(C=C1C(=C2COCC2=CC=C(C=C2)OC)C2=CC=CC=C2)Br)=O (2-(benzo[1,3]dioxol-5-ylmethyl)-6-bromo-3-(4-methoxybenzyloxymethyl)-4-phenyl-2H-isoquinolin-1-one). As a reaction SMILES: [O:1]1[C:5]2[CH:6]=[CH:7][C:8]([CH2:10][N:11]3[C:20]([CH2:21][OH:22])=[C:19]([C:23]4[CH:28]=[CH:27][CH:26]=[CH:25][CH:24]=4)[C:18]4[C:13](=[CH:14][CH:15]=[C:16]([Br:29])[CH:17]=4)[C:12]3=[O:30])=[CH:9][C:4]=2[O:3][CH2:2]1.[CH3:31][O:32][C:33]1[CH:40]=[CH:39][C:36]([CH2:37]Br)=[CH:35][CH:34]=1>>[O:1]1[C:5]2[CH:6]=[CH:7][C:8]([CH2:10][N:11]3[C:20]([CH2:21][O:22][CH2:37][C:36]4[CH:39]=[CH:40][C:33]([O:32][CH3:31])=[CH:34][CH:35]=4)=[C:19]([C:23]4[CH:28]=[CH:27][CH:26]=[CH:25][CH:24]=4)[C:18]4[C:13](=[CH:14][CH:15]=[C:16]([Br:29])[CH:17]=4)[C:12]3=[O:30])=[CH:9][C:4]=2[O:3][CH2:2]1. Reported procedure: The present compound was synthesized by a method similar to that in Example 240 and using 2-(benzo[1,3]dioxol-5-ylmethyl)-6-bromo-3-hydroxymethyl-4-phenyl-2H-isoquinolin-1-one (250 mg) and 4-methoxybenzylbromide. Colorless crystals (240 mg). RXN SMILES: [CH2:2]([CH2:3][CH2:4][CH3:5])[SH:6].[CH3:26][CH2:27][OH:28].[CH3:7][C:8]1([CH3:25])[C:9](=[O:24])[N:10]([CH2:19][CH2:20][CH2:21][CH2:22][Cl:23])[C:11](=[O:18])[c:12]2[cH:13][cH:14][cH:15][cH:16][c:17]21.[Na:1]>>[CH2:2]([CH2:3][CH2:4][CH3:5])[S:6][CH2:22][CH2:21][CH2:20][CH2:19][N:10]1[C:9](=[O:24])[C:8]([CH3:7])([CH3:25])[c:17]2[c:12]([cH:13][cH:14][cH:15][cH:16]2)[C:11]1=[O:18]. Product: CCCCSCCCCN1C(=O)c2ccccc2C(C)(C)C1=O. Starting materials: CCCCS, CCO, CC1(C)C(=O)N(CCCCCl)C(=O)c2ccccc21, [Na]. Starting materials: C(C)OC(NC(NC1=NC=C(C=C1)OC1=CC(=CC=C1)NC(=O)C1=NC=CC=C1C)=S)=O (ethyl{[5-(3-{[(3-methylpyridin-2-yl)carbonyl]amino}phenoxy)pyridin-2-yl]carbamothioyl}carbamate), [Cl-].O[NH3+] (hydroxylammonium chloride), C(C)(C)N(C(C)C)CC (N,N-diisopropylethylamine), C(C)O (ethanol). Solvent: CO (methanol). Conditions: temperature 80 celsius, time 5 hour. Yields the product NC1=NN2C(C=CC(=C2)OC=2C=C(C=CC2)NC(=O)C2=NC=CC=C2C)=N1 (N-{3-[(2-amino[1,2,4]triazolo[1,5-a]pyridin-6-yl)oxy]phenyl}-3-methylpyridine-2-carboxamide). Isolated yield 84.6%. Reaction SMILES: C(OC(=O)[NH:5][C:6](=S)[NH:7][C:8]1[CH:13]=[CH:12][C:11]([O:14][C:15]2[CH:20]=[CH:19][CH:18]=[C:17]([NH:21][C:22]([C:24]3[C:29]([CH3:30])=[CH:28][CH:27]=[CH:26][N:25]=3)=[O:23])[CH:16]=2)=[CH:10][N:9]=1)C.[Cl-].O[NH3+].C([N:39](CC)C(C)C)(C)C.C(O)C>CO>[NH2:39][C:6]1[N:7]=[C:8]2[CH:13]=[CH:12][C:11]([O:14][C:15]3[CH:16]=[C:17]([NH:21][C:22]([C:24]4[C:29]([CH3:30])=[CH:28][CH:27]=[CH:26][N:25]=4)=[O:23])[CH:18]=[CH:19][CH:20]=3)=[CH:10][N:9]2[N:5]=1 |f:1.2|. Procedure: A mixture of ethyl{[5-(3-{[(3-methylpyridin-2-yl)carbonyl]amino}phenoxy)pyridin-2-yl]carbamothioyl}carbamate (2.00 g, 4.43 mmol), hydroxylammonium chloride (3.13 g, 45.0 mmol), N,N-diisopropylethylamine (4.70 mL, 26.9 mmol), ethanol (50 mL) and methanol (50 mL) was stirred at 80° C. for 5 hr. The reaction solution was concentrated under reduced pressure, and ethyl acetate was added to the residue. The mixture was washed with aqueous sodium hydrogen carbonate solution and saturated brine, dried o... Starting materials: C=CCOC(=O)C1=C(SC2CC(COCCF)N(C(=O)OCC=C)C2)C(C)C2C(C(C)O[Si](C)(C)C(C)(C)C)C(=O)N12, CCCC[N+](CCCC)(CCCC)CCCC, CCOC(C)=O, CC(=O)O, [F-], C1CCOC1, O. Product: C=CCOC(=O)C1=C(SC2CC(COCCF)N(C(=O)OCC=C)C2)C(C)C2C(C(C)O)C(=O)N12. As a reaction SMILES: [CH2:1]([CH:2]=[CH2:3])[O:4][C:5](=[O:6])[N:7]1[CH:8]([CH2:38][O:39][CH2:40][CH2:41][F:42])[CH2:9][CH:10]([S:12][C:13]2=[C:14]([C:32](=[O:33])[O:34][CH2:35][CH:36]=[CH2:37])[N:15]3[C:16](=[O:31])[CH:17]([CH:21]([CH3:22])[O:23][Si:24]([C:25]([CH3:26])([CH3:27])[CH3:28])([CH3:29])[CH3:30])[CH:18]3[CH:19]2[CH3:20])[CH2:11]1.[CH3:44][CH2:45][CH2:46][CH2:47][N+:48]([CH2:49][CH2:50][CH2:51][CH3:52])([CH2:53][CH2:54][CH2:55][CH3:56])[CH2:57][CH2:58][CH2:59][CH3:60].[CH3:62][CH2:63][O:64][C:65](=[O:66])[CH3:67].[CH3:73][C:74](=[O:75])[OH:76].[F-:43].[O:68]1[CH2:69][CH2:70][CH2:71][CH2:72]1.[OH2:61]>>[CH2:1]([CH:2]=[CH2:3])[O:4][C:5](=[O:6])[N:7]1[CH:8]([CH2:38][O:39][CH2:40][CH2:41][F:42])[CH2:9][CH:10]([S:12][C:13]2=[C:14]([C:32](=[O:33])[O:34][CH2:35][CH:36]=[CH2:37])[N:15]3[C:16](=[O:31])[CH:17]([CH:21]([CH3:22])[OH:23])[CH:18]3[CH:19]2[CH3:20])[CH2:11]1. Starting materials: C=1C=CC2=C(C1)N=NN2O (HOBT), CN(C(=O)C=1C=CC(=C(C(=O)O)C1)OCC1=CC=CC=C1)C (5-[(dimethylamino)carbonyl]-2-[(phenylmethyl)oxy]benzoic acid), N1=CC(=CC=C1)N (3-pyridinamine), C(CCl)Cl (EDC). As a reaction SMILES: [CH:1]1[CH:2]=C[C:4]2[N:9](O)N=[N:7][C:5]=2[CH:6]=1.[CH3:11][N:12]([CH3:32])[C:13]([C:15]1[CH:16]=[CH:17][C:18]([O:24][CH2:25][C:26]2[CH:31]=[CH:30][CH:29]=[CH:28][CH:27]=2)=[C:19]([CH:23]=1)[C:20]([OH:22])=O)=[O:14].N1C=CC=C(N)C=1.C(Cl)CCl>CN(C)C=O.O>[CH3:32][N:12]([CH3:11])[C:13]([C:15]1[CH:16]=[CH:17][C:18]([O:24][CH2:25][C:26]2[CH:31]=[CH:30][CH:29]=[CH:28][CH:27]=2)=[C:19]([C:20]([NH:7][C:5]2[CH:4]=[N:9][CH:2]=[CH:1][CH:6]=2)=[O:22])[CH:23]=1)=[O:14]. Run in CN(C=O)C (N,N-dimethylformamide), O (water). Procedure: HOBT (102 mg, 0.67 mmol) was added in one charge to a stirred solution of 5-[(dimethylamino)carbonyl]-2-[(phenylmethyl)oxy]benzoic acid (may be prepared as described in Description 59; 200 mg, 0.67 mmol), 3-pyridinamine (62.9 mg, 0.67 mmol) and EDC (128 mg, 0.67 mmol) in N,N-dimethylformamide (5 ml) under nitrogen at room temperature. The reaction mixture was stirred at room temperature for 4 h. The mixture was diluted with water (50 ml). The precipitate was collected by filtration. The solid wa... The product is CN(C(=O)C1=CC(=C(C=C1)OCC1=CC=CC=C1)C(=O)NC=1C=NC=CC1)C (N1,N1-Dimethyl-4-[(phenylmethyl)oxy]-N3-3-pyridinyl-1,3-benzenedicarboxamide). Conditions: time 4 hour. Starting materials: COC=1C=C(CN2CCN(CC2)C(=S)S)C=C(C1OC)OC (4-(3,4,5-trimethoxybenzyl)-1-piperazinecarbodithioic acid), B(Br)(Br)Br (boron tribromide), O (water). Run in C(Cl)Cl (methylene chloride), C(Cl)Cl (methylene chloride). Reaction conditions: temperature -78 celsius, time 5 day. The product is OC=1C=C(CN2CCN(CC2)C(=S)S)C=C(C1O)O (4-(3,4,5-Trihydroxybenzyl)-1-piperazinecarbodithioic acid). The yield is 11.4%. Reaction SMILES: C[O:2][C:3]1[CH:4]=[C:5]([CH:16]=[C:17]([O:21]C)[C:18]=1[O:19]C)[CH2:6][N:7]1[CH2:12][CH2:11][N:10]([C:13]([SH:15])=[S:14])[CH2:9][CH2:8]1.B(Br)(Br)Br.O>C(Cl)Cl>[OH:21][C:17]1[CH:16]=[C:5]([CH:4]=[C:3]([OH:2])[C:18]=1[OH:19])[CH2:6][N:7]1[CH2:8][CH2:9][N:10]([C:13]([SH:15])=[S:14])[CH2:11][CH2:12]1. Reported procedure: In a nitrogen atmosphere, 1,033 mg (3.02 mmol.) of 4-(3,4,5-trimethoxybenzyl)-1-piperazinecarbodithioic acid was suspended in dry methylene chloride, and under chilling to -78° C. in a dry ice-acetone bath, to this was dropwise added 50 ml of methylene chloride solution containing 3 ml of boron tribromide. The mixture was left to slowly reach room temperature, and then stirred for 5 days at room temperature. To the reaction mixture was added water, and insolubles were removed by filtration. The ... Starting materials: CC(CNC(=O)OC(C)(C)C)=C(F)CBr, O=C(NC1CCCCC1)c1ccc(O)cc1. Yields the product CC(CNC(=O)OC(C)(C)C)=C(F)COc1ccc(C(=O)NC2CCCCC2)cc1. As a reaction SMILES: [Br:1][CH2:2][C:3](=[C:4]([CH2:5][NH:6][C:7]([O:8][C:9]([CH3:10])([CH3:11])[CH3:12])=[O:13])[CH3:14])[F:15].[CH:16]1([NH:22][C:23]([c:24]2[cH:25][cH:26][c:27]([OH:30])[cH:28][cH:29]2)=[O:31])[CH2:17][CH2:18][CH2:19][CH2:20][CH2:21]1>>[CH2:2]([C:3](=[C:4]([CH2:5][NH:6][C:7]([O:8][C:9]([CH3:10])([CH3:11])[CH3:12])=[O:13])[CH3:14])[F:15])[O:30][c:27]1[cH:26][cH:25][c:24]([C:23]([NH:22][CH:16]2[CH2:17][CH2:18][CH2:19][CH2:20][CH2:21]2)=[O:31])[cH:29][cH:28]1. Starting materials: O=S(=O)(Cl)c1ccc(Cl)s1, N#Cc1cccc(Cn2nc(N)c3c(F)cccc32)c1, c1ccncc1. Yields the product N#Cc1cccc(Cn2nc(NS(=O)(=O)c3ccc(Cl)s3)c3c(F)cccc32)c1. RXN SMILES: [Cl:21][c:22]1[cH:23][cH:24][c:25]([S:27](=[O:28])(=[O:29])[Cl:30])[s:26]1.[NH2:1][c:2]1[n:3][n:4]([CH2:12][c:13]2[cH:14][c:15]([C:16]#[N:17])[cH:18][cH:19][cH:20]2)[c:5]2[cH:6][cH:7][cH:8][c:9]([F:11])[c:10]12.[cH:31]1[cH:32][cH:33][n:34][cH:35][cH:36]1>>[NH:1]([c:2]1[n:3][n:4]([CH2:12][c:13]2[cH:14][c:15]([C:16]#[N:17])[cH:18][cH:19][cH:20]2)[c:5]2[cH:6][cH:7][cH:8][c:9]([F:11])[c:10]12)[S:27]([c:25]1[cH:24][cH:23][c:22]([Cl:21])[s:26]1)(=[O:28])=[O:29].